Dataset: the Open Reaction Database (ORD), a public repository of structured organic reaction records. Task: describe an organic reaction: reactants, conditions, products, and yield Reactants: solution, C[O-].[Na+] (sodium methoxide), C(C1=CC=CC=C1)SC1=NN2C(N=C(C=C2)Cl)=N1 (2-benzylthio-5-chloro-1,2,4-triazolo[1,5-a]pyrimidine). Solvent: CO (methanol), CO (methanol), O (water). Conditions: time 1.5 hour. Product: C(C1=CC=CC=C1)SC1=NN2C(N=C(C=C2)OC)=N1 (2-benzylthio-5-methoxy-1,2,4-triazolo[1,5-a]pyrimidine). Isolated yield 84.0%. As a reaction SMILES: [CH2:1]([S:8][C:9]1[N:18]=[C:12]2[N:13]=[C:14](Cl)[CH:15]=[CH:16][N:11]2[N:10]=1)[C:2]1[CH:7]=[CH:6][CH:5]=[CH:4][CH:3]=1.[CH3:19][O-:20].[Na+]>CO.O>[CH2:1]([S:8][C:9]1[N:18]=[C:12]2[N:13]=[C:14]([O:20][CH3:19])[CH:15]=[CH:16][N:11]2[N:10]=1)[C:2]1[CH:7]=[CH:6][CH:5]=[CH:4][CH:3]=1 |f:1.2|. Reported procedure: A mixture of 6.0 g (22 mmol) of 2-benzylthio-5-chloro-1,2,4-triazolo[1,5-a]pyrimidine in 25 ml of methanol was treated with 5.0 g (23.8 mmol) of a 25% solution of sodium methoxide in methanol. After stirring for 1.5 hours the reaction mixture was diluted with 100 ml of water and neutralized with 3N HCL (aq). The solid which separated was collected by filtration, washed with water and dried to afford 5.0 g (84%) of the desired product as a white solid, m.p. 126°-128° C. IR and 1H NMR spectra were... Reactants: CCO, N, Cc1ccc2c(c1)C1OC1C(C)(C)O2. Product: Cc1ccc2c(c1)C(N)C(O)C(C)(C)O2. Reaction SMILES: [CH3:16][CH2:17][OH:18].[NH3:15].[O:1]1[CH:2]2[C:3]([CH3:13])([CH3:14])[O:4][c:5]3[c:6]([cH:8][c:9]([CH3:12])[cH:10][cH:11]3)[CH:7]12>>[OH:1][CH:2]1[C:3]([CH3:13])([CH3:14])[O:4][c:5]2[c:6]([cH:8][c:9]([CH3:12])[cH:10][cH:11]2)[CH:7]1[NH2:15]. Starting materials: ( V ), O (water), ( VI ), C(CCC)[N+](CCCC)(CCCC)CCCC (tetrabutylammonium). Run in C(Cl)(Cl)Cl (chloroform). Product: [OH-].C(CCC)[N+](CCCC)(CCCC)CCCC (tetrabutylammonium hydroxide). As a reaction SMILES: [CH2:1]([N+:5]([CH2:14][CH2:15][CH2:16][CH3:17])([CH2:10][CH2:11][CH2:12][CH3:13])[CH2:6][CH2:7][CH2:8][CH3:9])[CH2:2][CH2:3][CH3:4].[OH2:18]>C(Cl)(Cl)Cl>[OH-:18].[CH2:14]([N+:5]([CH2:1][CH2:2][CH2:3][CH3:4])([CH2:6][CH2:7][CH2:8][CH3:9])[CH2:10][CH2:11][CH2:12][CH3:13])[CH2:15][CH2:16][CH3:17] |f:3.4|. Procedure details: The corresponding salts of formula (V) or (VI) where M is tetrabutylammonium can be obtained from the corresponding acid, e.g. by neutralization with aqueous tetrabutylammonium hydroxide in the presence of a water immiscible organic solvent, preferably chloroform. The solvent layer is separated and the product isolated by evaporation of solvent. Alternately, the sodium or potassium salts of formula (V) or (VI) are reacted with an equimolar amount of aqueous tetrabutylammonium hydrogen sulfate in... The reactants are OCC=1C(=NC=CC1)N (3-hydroxymethyl-2-pyridinamine), BrC(C=O)C1=CC=C(C=C1)[N+](=O)[O-] (2-bromo-2-(4-nitrophenyl)acetaldehyde), C([O-])([O-])=O.[K+].[K+] (potassium carbonate). As a reaction SMILES: [OH:1][CH2:2][C:3]1[C:4]([NH2:9])=[N:5][CH:6]=[CH:7][CH:8]=1.Br[CH:11]([C:14]1[CH:19]=[CH:18][C:17]([N+:20]([O-:22])=[O:21])=[CH:16][CH:15]=1)[CH:12]=O.C(=O)([O-])[O-].[K+].[K+]>ClCCl>[OH:1][CH2:2][C:3]1[C:4]2[N:5]([CH:12]=[C:11]([C:14]3[CH:15]=[CH:16][C:17]([N+:20]([O-:22])=[O:21])=[CH:18][CH:19]=3)[N:9]=2)[CH:6]=[CH:7][CH:8]=1 |f:2.3.4|. Product: OCC=1C=2N(C=CC1)C=C(N2)C2=CC=C(C=C2)[N+](=O)[O-] (8-hydroxymethyl-2-(4-nitrophenyl)imidazo[1,2-a]pyridine). Run in ClCCl (dichloromethane). Procedure details: A mixture of 16.0 g (80 mmole) of 1-bromo-4-nitrobenzene, 11.2 ml (ca. 120 mmole) of ethyl vinyl ether, 179.2 mg of lead(II) acetate, 484 mg of tri-o-tolylphosphine, and 22 ml (ca. 160 mmole) of triethylamine was placed in a bomb, purged with nitrogen, and heated at 100° for eight hours. The reaction mixture was partitioned between diethyl ether and water and clarified by filtration. The organic layer was washed with water, dried over magnesium sulfate, filtered, and concentrated in vacuo. Chrom... The yield is 70.3%. Reactants: O1CCOC2=C1C=CC(=C2)C=O (2,3-dihydro-benzo[1,4]dioxin-6-carboxaldehyde), N1=CC(=CC=C1)CC#N (3-pyridylacetonitrile), C[O-].[Na+] (sodium methoxide). Run in C(C)O (ethanol). Reaction conditions: time 18 hour. The product is O1CCOC2=C1C=CC(=C2)C=C(C#N)C=2C=NC=CC2 (3-(2,3-Dihydro-benzo[1,4]dioxin-6-yl)-2-pyridin-3-yl-acrylonitrile). Yield: 88.3%. RXN SMILES: [O:1]1[C:6]2[CH:7]=[CH:8][C:9]([CH:11]=O)=[CH:10][C:5]=2[O:4][CH2:3][CH2:2]1.[N:13]1[CH:18]=[CH:17][CH:16]=[C:15]([CH2:19][C:20]#[N:21])[CH:14]=1.C[O-].[Na+]>C(O)C>[O:1]1[C:6]2[CH:7]=[CH:8][C:9]([CH:11]=[C:19]([C:15]3[CH:14]=[N:13][CH:18]=[CH:17][CH:16]=3)[C:20]#[N:21])=[CH:10][C:5]=2[O:4][CH2:3][CH2:2]1 |f:2.3|. Procedure details: To the solution of 2,3-dihydro-benzo[1,4]dioxin-6-carboxaldehyde (4.92 g; 0.03 mol) and 3-pyridylacetonitrile (3.54 g; 0.03 mol) in ethanol (100 mL) was added sodium methoxide (6.48 g, of 25% methanol solution, 0.03 mol). The mixture was allowed to stand at ambient temperature for 18 hours. The mixture was concentrated to half volume. The solid was collected by filtration and dried to give 7.0 g (88.4% yield) of the title compound as an off-white solid, m.p. 158°-159° C. Anal. Calcd. for C16H12N... The reactants are OC1=CC=C(C=C1)C1(CCC(CC1)C(=O)O)C1=CC=C(C=C1)O (4,4-bis(4-hydroxyphenyl)cyclohexanecarboxylic acid), [OH-].[Na+] (sodium hydroxide), C1(=CC=CC=C1)O (phenol). Reagents/catalysts: [C].[Pd] (palladium-carbon). Solvent: stainless steel. Run at temperature 200 celsius. Yields the product OC1=CC=C(C=C1)C1=CC=C(C=C1)C(=O)O (4'-hydroxybiphenyl-4-carboxylic acid). The yield is 91.0%. As a reaction SMILES: [OH:1][C:2]1[CH:7]=[CH:6][C:5]([C:8]2(C3C=CC(O)=CC=3)[CH2:13][CH2:12][CH:11]([C:14]([OH:16])=[O:15])[CH2:10][CH2:9]2)=[CH:4][CH:3]=1.[OH-].[Na+].C1(O)C=CC=CC=1>[C].[Pd]>[OH:1][C:2]1[CH:3]=[CH:4][C:5]([C:8]2[CH:13]=[CH:12][C:11]([C:14]([OH:16])=[O:15])=[CH:10][CH:9]=2)=[CH:6][CH:7]=1 |f:1.2,4.5|. Procedure: Next, 18.7 g (0.060 mole) of the 4,4-bis(4-hydroxyphenyl)cyclohexanecarboxylic acid thus obtained, 2.9 g (0.072 mole) of sodium hydroxide, 100.0 g of phenol, and 0.4 g of 5% palladium-carbon catalyst were charged into a 300-ml stainless steel autoclave. After the air within the autoclave was displaced with nitrogen gas, the reaction mixture was heated at 200° C. for 6 hours. After completion of the reaction, the reaction mixture was filtered to separate unreacted phenol therefrom. The filter cak... Reactants: C1(=CC=CC=C1)CCCC(CCCC1=CC=CC=C1)NC(=O)C1CCN(CC1)C(=O)C1NCCCC1 (1-(piperidine-2-carbonyl)-piperidine-4-carboxylic acid [4-phenyl-1-(3-phenyl-propyl)-butyl]-amide), O1[C@H](C1)COC1=C2C=CC=NC2=CC=C1 ((R)-5-oxiranylmethoxy-quinoline). Solvent: C(C)O (ethanol). The product is C1(=CC=CC=C1)CCCC(CCCC1=CC=CC=C1)NC(=O)C1CCN(CC1)C(=O)C1N(CCCC1)C[C@H](COC1=C2C=CC=NC2=CC=C1)O (N-{1-[2-(R)-hydroxy-3-(quinolin-5-yloxy)-propyl]-piperidine-2-carbonyl}-piperidine-4-carboxylic acid [4-phenyl-1-(3-phenyl-propyl)-butyl]-amide). Yield: 69.9%. Reaction SMILES: [C:1]1([CH2:7][CH2:8][CH2:9][CH:10]([NH:20][C:21]([CH:23]2[CH2:28][CH2:27][N:26]([C:29]([CH:31]3[CH2:36][CH2:35][CH2:34][CH2:33][NH:32]3)=[O:30])[CH2:25][CH2:24]2)=[O:22])[CH2:11][CH2:12][CH2:13][C:14]2[CH:19]=[CH:18][CH:17]=[CH:16][CH:15]=2)[CH:6]=[CH:5][CH:4]=[CH:3][CH:2]=1.[O:37]1[CH2:39][C@@H:38]1[CH2:40][O:41][C:42]1[CH:51]=[CH:50][CH:49]=[C:48]2[C:43]=1[CH:44]=[CH:45][CH:46]=[N:47]2>C(O)C>[C:1]1([CH2:7][CH2:8][CH2:9][CH:10]([NH:20][C:21]([CH:23]2[CH2:28][CH2:27][N:26]([C:29]([CH:31]3[CH2:36][CH2:35][CH2:34][CH2:33][N:32]3[CH2:39][C@@H:38]([OH:37])[CH2:40][O:41][C:42]3[CH:51]=[CH:50][CH:49]=[C:48]4[C:43]=3[CH:44]=[CH:45][CH:46]=[N:47]4)=[O:30])[CH2:25][CH2:24]2)=[O:22])[CH2:11][CH2:12][CH2:13][C:14]2[CH:15]=[CH:16][CH:17]=[CH:18][CH:19]=2)[CH:2]=[CH:3][CH:4]=[CH:5][CH:6]=1. Reported procedure: 1-(Piperidine-2-carbonyl)-piperidine-4-carboxylic acid [4-phenyl-1-(3-phenyl-propyl)-butyl]-amide (6) (243.4 mg; 0.497 mmol) is dissolved in ethanol (12 mL) at ambient temperature. (R)-5-Oxiranylmethoxy-quinoline (2) (100.0 mg; 0.497 mmol) is added, then the mixture is refluxed for 17 hours. After cooling to ambient temperature, the solution is concentrated in vacuo at 40° C. The residue is purified via silica gel chromatography with gradient elution (50%→100% acetone in hexanes, then 5%→20% eth...